From a dataset of the Open Reaction Database (ORD), a public repository of structured organic reaction records. describe an organic reaction: reactants, conditions, products, and yield Reaction SMILES: [OH:1][C:2]1[CH:19]=[CH:18][C:5]2[CH:6]=[C:7]([C:10]3[CH:15]=[CH:14][C:13]([O:16]C)=[CH:12][CH:11]=3)[CH2:8][O:9][C:4]=2[CH:3]=1.[N+](CCCC)(CCCC)(CCCC)CCCC.[I-].B(Cl)(Cl)Cl>>[CH:11]1[C:10]([C@H:7]2[CH2:8][O:9][C:4]3[CH:3]=[C:2]([OH:1])[CH:19]=[CH:18][C:5]=3[CH2:6]2)=[CH:15][CH:14]=[C:13]([OH:16])[CH:12]=1 |f:1.2.3|. The product is C1=CC(=CC=C1[C@@H]2CC=3C=CC(=CC3OC2)O)O (equol). Procedure details: As shown in Scheme 2, 7-benzyloxy-3-(4-methoxyphenyl)-2H-1-benzopyran (compound 1) was reacted with n-Bu4NI/BCl3 and BCl3 to give haginin E (compound 2a) at a yield of 79% and 7-hydroxy-3-(4-methoxyphenyl)-2H-1-benzopyran (4′-O-methyl haginin E, compound 2b) at a yield of 81%, respectively. Treatment of compound 1 with Pd(OH)2/C (Pearlman's reagent) and cyclohexene in refluxing ethanol promoted O-debenzylation and reduction of the chromene ring in one step, giving 7-hydroxy-3-(4-methoxyphenyl)-1... The reactants are OC1=CC2=C(C=C(CO2)C2=CC=C(C=C2)OC)C=C1 (7-hydroxy-3-(4-methoxyphenyl)-1-benzopyran), [N+](CCCC)(CCCC)(CCCC)CCCC.[I-].B(Cl)(Cl)Cl (n-Bu4NI BCl3). Reactants: [OH-].[Na+] (sodium hydroxide), ClC1=CC=C(C(C(=O)NCCCCCCCC(=O)O)=C1)O (N-(5-chlorosalicyloyl)-8-aminocaprylic acid). Reaction conditions: temperature 55 celsius, time 48 hour. Procedure: A 22 L, Pyrex glass, five-neck, round bottom flask was equipped with an overhead stirrer, thermocouple temperature read out, and heating mantle. The flask was charged with 2602.3 g of N-(5-chlorosalicyloyl)-8-aminocaprylic acid and 4000 mL water. To this stirred slurry was added a solution of 660 g of sodium hydroxide dissolved in 2000 mL water. The mixture was heated to about 55° C. and most of the solids dissolved. The slightly hazy solution was hot filtered through Whatman #1 filter paper to ... Yields the product ClC1=CC=C(C(C(=O)NCCCCCCCC(=O)[O-])=C1)O.[Na+].[Na+].ClC1=CC=C(C(C(=O)NCCCCCCCC(=O)[O-])=C1)O (Disodium N-(5-chlorosalicyloyl)-8-aminocaprylate). Solvent: O (water), O (water). As a reaction SMILES: [Cl:1][C:2]1[CH:20]=[C:6]([C:7]([NH:9][CH2:10][CH2:11][CH2:12][CH2:13][CH2:14][CH2:15][CH2:16][C:17]([OH:19])=[O:18])=[O:8])[C:5]([OH:21])=[CH:4][CH:3]=1.[OH-].[Na+:23]>O>[Cl:1][C:2]1[CH:20]=[C:6]([C:7]([NH:9][CH2:10][CH2:11][CH2:12][CH2:13][CH2:14][CH2:15][CH2:16][C:17]([O-:19])=[O:18])=[O:8])[C:5]([OH:21])=[CH:4][CH:3]=1.[Na+:23].[Na+:23].[Cl:1][C:2]1[CH:20]=[C:6]([C:7]([NH:9][CH2:10][CH2:11][CH2:12][CH2:13][CH2:14][CH2:15][CH2:16][C:17]([O-:19])=[O:18])=[O:8])[C:5]([OH:21])=[CH:4][CH:3]=1 |f:1.2,4.5.6.7|. The yield is 106.2%. Starting materials: Compound II, C(C1=CC=CC=C1)NC(=O)NN(C)CC(=O)O (2-(2-(benzylcarbamoyl)-1-methylhydrazinyl)acetic acid), N[C@H](C(=O)N(CC=1C=CC=C2C=CC=NC12)[C@H](C(OCC)OCC)C)C ((S)-2-amino-N—((S)-1,1-diethoxypropan-2-yl)-N-(quinolin-8-ylmethyl)propanamide). Product: C(C1=CC=CC=C1)NC(NN(C)CC(=O)N[C@H](C(=O)N(CC=1C=CC=C2C=CC=NC12)[C@H](C(OCC)OCC)C)C)=O (4-benzyl-1-(2-((S)-1-(((S)-1,1-diethoxypropan-2-yl)(quinolin-8-ylmethyl)amino)-1-oxopropan-2-ylamino)-2-oxoethyl)-1-methylsemicarbazide). Reaction SMILES: [CH2:1]([NH:8][C:9]([NH:11][N:12]([CH2:14][C:15]([OH:17])=O)[CH3:13])=[O:10])[C:2]1[CH:7]=[CH:6][CH:5]=[CH:4][CH:3]=1.[NH2:18][C@@H:19]([CH3:43])[C:20]([N:22]([C@@H:34]([CH3:42])[CH:35]([O:39][CH2:40][CH3:41])[O:36][CH2:37][CH3:38])[CH2:23][C:24]1[CH:25]=[CH:26][CH:27]=[C:28]2[C:33]=1[N:32]=[CH:31][CH:30]=[CH:29]2)=[O:21]>>[CH2:1]([NH:8][C:9](=[O:10])[NH:11][N:12]([CH2:14][C:15]([NH:18][C@@H:19]([CH3:43])[C:20]([N:22]([C@@H:34]([CH3:42])[CH:35]([O:39][CH2:40][CH3:41])[O:36][CH2:37][CH3:38])[CH2:23][C:24]1[CH:25]=[CH:26][CH:27]=[C:28]2[C:33]=1[N:32]=[CH:31][CH:30]=[CH:29]2)=[O:21])=[O:17])[CH3:13])[C:2]1[CH:3]=[CH:4][CH:5]=[CH:6][CH:7]=1. Reported procedure: According to the procedure described in the synthesis method of Compound II-15, 2-(2-(benzylcarbamoyl)-1-methylhydrazinyl)acetic acid (Compound VI-3) 99 mg (0.42 mmol) was coupled with (S)-2-amino-N—((S)-1,1-diethoxypropan-2-yl)-N-(quinolin-8-ylmethyl)propanamide (Compound IV-11) 100 mg (0.28 mmol) to obtain the title compound. The reactants are ClC=1C=CC=2NC3=CC=CC=C3C2C1OC[C@H]1OC1 (3-chloro-4-[(2S)-oxiranylmethoxy]-9H-carbazole), NCC1CCN(CC1)CCC(F)(F)F (4-aminomethyl-1-(3,3,3-trifluoropropyl)-piperidine). The product is ClC=1C=CC=2NC3=CC=CC=C3C2C1OC[C@H](CNCC1CCN(CC1)CCC(F)(F)F)O ((2S)-1-(3-Chloro-9H-carbazol-4-yloxy)-3-{[1-(3,3,3-trifluoro-propyl)-piperidin-4-ylmethyl]-amino}-propan-2-ol). Yield: 86.4%. RXN SMILES: [Cl:1][C:2]1[CH:3]=[CH:4][C:5]2[NH:6][C:7]3[C:12]([C:13]=2[C:14]=1[O:15][CH2:16][C@@H:17]1[CH2:19][O:18]1)=[CH:11][CH:10]=[CH:9][CH:8]=3.[NH2:20][CH2:21][CH:22]1[CH2:27][CH2:26][N:25]([CH2:28][CH2:29][C:30]([F:33])([F:32])[F:31])[CH2:24][CH2:23]1>>[Cl:1][C:2]1[CH:3]=[CH:4][C:5]2[NH:6][C:7]3[C:12]([C:13]=2[C:14]=1[O:15][CH2:16][C@@H:17]([OH:18])[CH2:19][NH:20][CH2:21][CH:22]1[CH2:27][CH2:26][N:25]([CH2:28][CH2:29][C:30]([F:33])([F:31])[F:32])[CH2:24][CH2:23]1)=[CH:11][CH:10]=[CH:9][CH:8]=3. Procedure details: Prepared from 3-chloro-4-[(2S)-oxiranylmethoxy]-9H-carbazole (0.060 g, 0.22 mmol) and 4-aminomethyl-1-(3,3,3-trifluoropropyl)-piperidine (0.10 g, 0.48 mmol) according to the procedure used for Example 2 without heating to give 0.092 g of the title compound as a white solid. Starting materials: C1(=CC=CC=C1)S(=O)(=O)O.C(C)(C)[C@]1(C[C@@H](CC1)N[C@@H]1[C@@H](COCC1)OC)C(=O)N1CC=2C=C(C=NC2CC1)C(F)(F)F (((1R,3S)-3-isopropyl-3-{[3-(trifluoromethyl)-7,8-dihydro-1,6-naphthyridin-6(5H)-yl]carbonyl}cyclopentyl)[(3S,4S)-3-methoxytetrahydro-2H-pyran-4-yl]amine benzenesulfonate salt), C(=O)([O-])[O-].[K+].[K+] (K2CO3). Solvent: O (water), O (Water). Conditions: time 15 minute. Product: C(CCC(=O)O)(=O)O.C(C)(C)[C@]1(C[C@@H](CC1)N[C@@H]1[C@@H](COCC1)OC)C(=O)N1CC=2C=C(C=NC2CC1)C(F)(F)F (((1R,3S)-3-isopropyl-3-{[3-(trifluoromethyl)-7,8-dihydro-1,6-naphthyridin-6(5H)-yl]carbonyl}cylopentyl)[(3S,4S)-3-methoxytetrahydro-2H-pyran-4yl]amine succinate). Reaction SMILES: C1(S(O)(=O)=[O:8])C=CC=CC=1.[CH:11]([C@:14]1([C:28]([N:30]2[CH2:39][CH2:38][C:37]3[N:36]=[CH:35][C:34]([C:40]([F:43])([F:42])[F:41])=[CH:33][C:32]=3[CH2:31]2)=[O:29])[CH2:18][CH2:17][C@@H:16]([NH:19][C@H:20]2[CH2:25][CH2:24][O:23][CH2:22][C@H:21]2[O:26][CH3:27])[CH2:15]1)([CH3:13])[CH3:12].[C:44]([O-:47])([O-:46])=O.[K+].[K+]>O>[C:24]([OH:8])(=[O:23])[CH2:25][CH2:20][C:44]([OH:47])=[O:46].[CH:11]([C@:14]1([C:28]([N:30]2[CH2:39][CH2:38][C:37]3[N:36]=[CH:35][C:34]([C:40]([F:43])([F:41])[F:42])=[CH:33][C:32]=3[CH2:31]2)=[O:29])[CH2:18][CH2:17][C@@H:16]([NH:19][C@H:20]2[CH2:25][CH2:24][O:23][CH2:22][C@H:21]2[O:26][CH3:27])[CH2:15]1)([CH3:13])[CH3:12] |f:0.1,2.3.4,6.7|. Procedure details: Purification from Benzenesulfonate Salt: The resulting oil from the Example 1 was dissolved in IPA (1.54 L) and transferred to crystallization flask. An IPA (2×385 mL) rinse was added to the batch. The solution was warmed to 56° C. at which point benzenesulfonic acid (283 g, 1.79 mol) was added which resulted in an increase in temperature to 71° C. The solution was cooled to 60° C. and benzenesulfonate salt seed (1 g) was added. The thin slurry was aged for 30 min to develop a thick seed bed aft... Starting materials: FC(CCCO)(C(F)(F)F)F (4,4,5,5,5-pentafluoropentanol), S(=O)(=O)(C1=CC=C(C)C=C1)Cl (tosyl chloride), S(O)(O)(=O)=O (sulfuric acid). Run in N1=CC=CC=C1 (pyridine). Conditions: temperature 0 celsius, time 3 hour. Yields the product FC(CCCOS(=O)(=O)C1=CC=C(C=C1)C)(C(F)(F)F)F (toluene-4-sulfonic acid-4,4,5,5,5-pentafluoropentyl ester). The yield is 101.3%. Reaction SMILES: [F:1][C:2]([F:11])([C:7]([F:10])([F:9])[F:8])[CH2:3][CH2:4][CH2:5][OH:6].[S:12](Cl)([C:15]1[CH:21]=[CH:20][C:18]([CH3:19])=[CH:17][CH:16]=1)(=[O:14])=[O:13].S(=O)(=O)(O)O>N1C=CC=CC=1>[F:1][C:2]([F:11])([C:7]([F:8])([F:9])[F:10])[CH2:3][CH2:4][CH2:5][O:6][S:12]([C:15]1[CH:21]=[CH:20][C:18]([CH3:19])=[CH:17][CH:16]=1)(=[O:14])=[O:13]. Procedure: A solution of 17.3 g of 4,4,5,5,5-pentafluoropentanol in 40 ml of pyridine is mixed at 0° C. with 21 g of tosyl chloride and stirred for 3 hours at 0° C. For working up, the reaction mixture is added to 2 n sulfuric acid, extracted with diethyl ether, washed neutral with water, dried on sodium sulfate and concentrated by evaporation in a vacuum. 32.7 g of crude toluene-4-sulfonic acid-4,4,5,5,5-pentafluoropentyl ester is obtained as oil. The latter is dissolved in 300 ml of acetone and refluxed ... Starting materials: C(C)OC(C1=CN=C(C(=C1)[N+](=O)[O-])OCC(=O)OC)=O (6-methoxycarbonylmethoxy-5-nitro-nicotinic acid ethyl ester). The reagents and catalysts are [Fe] (iron). Solvent: C(C)(=O)O (acetic acid). Conditions: temperature 60 celsius, time 2 hour. Yields the product C(C)OC(=O)C1=CC2=C(OCC(N2)=O)N=C1 (2-Oxo-2,3-dihydro-1H-pyrido[2,3-b][1,4]oxazine-7-carboxylic acid ethyl ester). The yield is 59.4%. Reaction SMILES: [CH2:1]([O:3][C:4](=[O:20])[C:5]1[CH:10]=[C:9]([N+:11]([O-])=O)[C:8]([O:14][CH2:15][C:16](OC)=[O:17])=[N:7][CH:6]=1)[CH3:2]>C(O)(=O)C.[Fe]>[CH2:1]([O:3][C:4]([C:5]1[CH:6]=[N:7][C:8]2[O:14][CH2:15][C:16](=[O:17])[NH:11][C:9]=2[CH:10]=1)=[O:20])[CH3:2]. Reported procedure: To a solution of 6-methoxycarbonylmethoxy-5-nitro-nicotinic acid ethyl ester (3.271 g) in acetic acid (25 ml) was added iron powder (9.64 g). The mixture was stirred for 2 h at 60° C. The mixture was filtered and the filter cake was washed with acetic acid, EtOAc, EtOH, dichloromethane and with MeOH. The filtrate was concentrated. The residue was suspended in CH2Cl2/MeOH 9:1 and passed with more of the same solvent mixture over silica gel to give the title compound (1.52 g) as a light brown soli... Reactants: [OH-].[Na+] (sodium hydroxide), C(C)OC(COC1=C(C=C(C=C1)SC1=CC(=CC(=C1)O)C#CC1=CC=C(C=C1)Cl)Cl)=O ({2-Chloro-4-[3-(4-chloro-phenylethynyl)-5-hydroxy-phenylsulfanyl]-phenoxy}-acetic acid ethyl ester), Cl (hydrochloric acid). The solvent is C(C)O (ethanol). Reaction conditions: time 1 hour. Product: ClC1=C(OCC(=O)O)C=CC(=C1)SC1=CC(=CC(=C1)O)C#CC1=CC=C(C=C1)Cl ({2-Chloro-4-[3-(4-chloro-phenylethynyl)-5-hydroxy-phenylsulfanyl]-phenoxy}-acetic Acid). As a reaction SMILES: C([O:3][C:4](=[O:31])[CH2:5][O:6][C:7]1[CH:12]=[CH:11][C:10]([S:13][C:14]2[CH:19]=[C:18]([OH:20])[CH:17]=[C:16]([C:21]#[C:22][C:23]3[CH:28]=[CH:27][C:26]([Cl:29])=[CH:25][CH:24]=3)[CH:15]=2)=[CH:9][C:8]=1[Cl:30])C.[OH-].[Na+].Cl>C(O)C>[Cl:30][C:8]1[CH:9]=[C:10]([S:13][C:14]2[CH:19]=[C:18]([OH:20])[CH:17]=[C:16]([C:21]#[C:22][C:23]3[CH:24]=[CH:25][C:26]([Cl:29])=[CH:27][CH:28]=3)[CH:15]=2)[CH:11]=[CH:12][C:7]=1[O:6][CH2:5][C:4]([OH:31])=[O:3] |f:1.2|. Procedure details: {2-Chloro-4-[3-(4-chloro-phenylethynyl)-5-hydroxy-phenylsulfanyl]-phenoxy}-acetic acid ethyl ester (50 mg; 0.11 mmol) was dissolved in ethanol (6 mL), and aqueous 1 N sodium hydroxide (3 mL) was added. The reaction mixture was stirred for 1 h, acidified with 1 N aqueous hydrochloric acid, and extracted with ethyl acetate. The organic phase was dried and evaporated to dryness and purified by prep. HPLC (method B). Yield: 36 mg. HPLC-MS: m/z: 445.1 (M+); Rt: 2.44 min. Reactants: C(C)(=O)OC(C)=O (acetic anhydride), OC1=CC=CC2=C1N=C(S2)C2=CC=C(C(=O)O)C=C2 (4-(4-hydroxybenzothiazol-2-yl)benzoic acid), C1CCCCC1 (cyclohexane). Run in N1=CC=CC=C1 (pyridine). Run at time 2 hour. Product: C(C)(=O)OC1=CC=CC2=C1N=C(S2)C2=CC=C(C(=O)O)C=C2 (4-(4-acetoxybenzothiazol-2-yl)benzoic acid). Isolated yield 50.2%. Reaction SMILES: [OH:1][C:2]1[C:7]2[N:8]=[C:9]([C:11]3[CH:19]=[CH:18][C:14]([C:15]([OH:17])=[O:16])=[CH:13][CH:12]=3)[S:10][C:6]=2[CH:5]=[CH:4][CH:3]=1.[C:20](OC(=O)C)(=[O:22])[CH3:21].C1CCCCC1>N1C=CC=CC=1>[C:20]([O:1][C:2]1[C:7]2[N:8]=[C:9]([C:11]3[CH:19]=[CH:18][C:14]([C:15]([OH:17])=[O:16])=[CH:13][CH:12]=3)[S:10][C:6]=2[CH:5]=[CH:4][CH:3]=1)(=[O:22])[CH3:21]. Procedure: The 4-(4-hydroxybenzothiazol-2-yl)benzoic acid (6.9 g) obtained in Example 3 was dissolved in 15 ml of pyridine, and 2.6 g of acetic anhydride was added dropwise. The mixture was stirred at room temperature for 2 hours, and 160 ml of cyclohexane was added. The precipitated crystals were collected by filtration, washed with cyclohexane and then diethyl ether, and recrystallized from acetonitrile to give 4.0 g of 4-(4-acetoxybenzothiazol-2-yl)benzoic acid. Reactants: FC(C1=CC(=NC=2N1N=CC2C#C)C2=CC(=CC=C2)C(F)(F)F)F (7-difluoromethyl-3-ethynyl-5-(3-trifluoromethyl-phenyl)-pyrazolo[1,5-a]pyrimidine), BrC=1C(=CC(=C(C1)S(=O)(=O)N)F)F (5-bromo-2,4-difluoro-benzenesulfonamide). Yields the product FC(C1=CC(=NC=2N1N=CC2C#CC=2C(=CC(=C(C2)S(=O)(=O)N)F)F)C2=CC(=CC=C2)C(F)(F)F)F (5-[7-Difluoromethyl-5-(3-trifluoromethyl-phenyl)-pyrazolo[1,5-a]pyrimidin-3-ylethynyl]-2,4-difluoro-benzenesulfonamide), solid. Isolated yield 29.0%. Reaction SMILES: [F:1][CH:2]([F:24])[C:3]1[N:8]2[N:9]=[CH:10][C:11]([C:12]#[CH:13])=[C:7]2[N:6]=[C:5]([C:14]2[CH:19]=[CH:18][CH:17]=[C:16]([C:20]([F:23])([F:22])[F:21])[CH:15]=2)[CH:4]=1.Br[C:26]1[C:27]([F:37])=[CH:28][C:29]([F:36])=[C:30]([S:32]([NH2:35])(=[O:34])=[O:33])[CH:31]=1>>[F:24][CH:2]([F:1])[C:3]1[N:8]2[N:9]=[CH:10][C:11]([C:12]#[C:13][C:26]3[C:27]([F:37])=[CH:28][C:29]([F:36])=[C:30]([S:32]([NH2:35])(=[O:33])=[O:34])[CH:31]=3)=[C:7]2[N:6]=[C:5]([C:14]2[CH:19]=[CH:18][CH:17]=[C:16]([C:20]([F:23])([F:22])[F:21])[CH:15]=2)[CH:4]=1. Reported procedure: The title compound was prepared from 7-difluoromethyl-3-ethynyl-5-(3-trifluoromethyl-phenyl)-pyrazolo[1,5-a]pyrimidine (example C.2) (169 mg, 0.5 mmol) and commercially available 5-bromo-2,4-difluoro-benzenesulfonamide (136 mg, 0.5 mmol) according to general procedure II. Obtained as a yellow solid (76 mg, 29%). MS (ISN) 527.0 [(M−H)−]; mp 277° C.